This data is from the Open Reaction Database (ORD), a public repository of structured organic reaction records. The task is: describe an organic reaction: reactants, conditions, products, and yield Reaction SMILES: CC(C)([O-])C.[K+].O[C@H]1C[C@H](C(OC)=O)[C@@H](C(N2CCN(C3C=CC=CC=3)CC2)=O)CC1.Cl.ClCC1C=NC=CC=1.[OH:41][NH2:42].[C:43]1([N:49]2[CH2:54][CH2:53][N:52]([C:55]([C@H:57]3[CH2:62][CH2:61][C@@H:60]([O:63][CH2:64][C:65]4[CH:66]=[N:67][CH:68]=[CH:69][CH:70]=4)[CH2:59][C@@H:58]3[C:71](OC)=[O:72])=[O:56])[CH2:51][CH2:50]2)[CH:48]=[CH:47][CH:46]=[CH:45][CH:44]=1.CO>O1CCCC1>[OH:41][NH:42][C:71]([C@H:58]1[CH2:59][C@H:60]([O:63][CH2:64][C:65]2[CH:66]=[N:67][CH:68]=[CH:69][CH:70]=2)[CH2:61][CH2:62][C@@H:57]1[C:55]([N:52]1[CH2:53][CH2:54][N:49]([C:43]2[CH:44]=[CH:45][CH:46]=[CH:47][CH:48]=2)[CH2:50][CH2:51]1)=[O:56])=[O:72] |f:0.1,3.4|. The solvent is O1CCCC1 (tetrahydrofuran), O1CCCC1 (tetrahydrofuran). Reported procedure: 1.00 M of Potassium tert-butoxide in tetrahydrofuran (0.212 mL) was added to a mixture of methyl(1S,2S,5R)-5-hydroxy-2-[(4-phenylpiperazin-1-yl)carbonyl]cyclohexanecarboxylate (36.8 mg, 0.000106 mol) and 3-chloromethylpyridine hydrochloride (17.4 mg, 0.106 mmol) in tetrahydrofuran (1.0 mL, 0.012 mol) at 0 Celsius. The mixture was stirred at room temperature for 1 hr then purified by HPLC. 1.5 M of hydroxyamine solution (0.7 ml) was added into to a solution of methyl(1S,2S,5R)-2-[(4-phenylpiperaz... Starting materials: ON (hydroxyamine), C1(=CC=CC=C1)N1CCN(CC1)C(=O)[C@@H]1[C@H](C[C@@H](CC1)OCC=1C=NC=CC1)C(=O)OC (methyl(1S,2S,5R)-2-[(4-phenylpiperazin-1-yl)carbonyl]-5-(pyridin-3-ylmethoxy)cyclohexanecarboxylate), CC(C)([O-])C.[K+] (Potassium tert-butoxide), O[C@@H]1CC[C@@H]([C@H](C1)C(=O)OC)C(=O)N1CCN(CC1)C1=CC=CC=C1 (methyl(1S,2S,5R)-5-hydroxy-2-[(4-phenylpiperazin-1-yl)carbonyl]cyclohexanecarboxylate), Cl.ClCC=1C=NC=CC1 (3-chloromethylpyridine hydrochloride), CO (methanol). The product is ONC(=O)[C@@H]1[C@H](CC[C@H](C1)OCC=1C=NC=CC1)C(=O)N1CCN(CC1)C1=CC=CC=C1 ((1S,2S,5R)—N-hydroxy-2-[(4-phenylpiperazin-1-yl)carbonyl]-5-(pyridin-3-ylmethoxy)cyclohexanecarboxamide). Conditions: time 1 hour. Starting materials: CC(C)(C)OC(=O)N1CC=C(c2cccc(N3CCn4nc(COc5ccccc5)cc4C3=O)n2)CC1, CO, O=C[O-], [NH4+]. Yields the product CC(C)(C)OC(=O)N1CCC(c2cccc(N3CCn4nc(COc5ccccc5)cc4C3=O)n2)CC1. RXN SMILES: [C:1]([CH3:2])([CH3:3])([CH3:4])[O:5][C:6](=[O:7])[N:8]1[CH2:9][CH2:10][C:11]([c:14]2[n:15][c:16]([N:20]3[C:21](=[O:37])[c:22]4[n:23]([n:26][c:27]([CH2:29][O:30][c:31]5[cH:32][cH:33][cH:34][cH:35][cH:36]5)[cH:28]4)[CH2:24][CH2:25]3)[cH:17][cH:18][cH:19]2)=[CH:12][CH2:13]1.[CH3:42][OH:43].[CH:38]([O-:39])=[O:40].[NH4+:41]>>[C:1]([CH3:2])([CH3:3])([CH3:4])[O:5][C:6](=[O:7])[N:8]1[CH2:9][CH2:10][CH:11]([c:14]2[n:15][c:16]([N:20]3[C:21](=[O:37])[c:22]4[n:23]([n:26][c:27]([CH2:29][O:30][c:31]5[cH:32][cH:33][cH:34][cH:35][cH:36]5)[cH:28]4)[CH2:24][CH2:25]3)[cH:17][cH:18][cH:19]2)[CH2:12][CH2:13]1. Reactants: 5'-hydroxyl, N(=[N+]=[N-])[C@@]1(C[C@@H](O[C@@H]1CO)N1C(=O)NC(=O)C(C)=C1)O (3' azidothymidine), CS(=O)(=O)Cl (methanesulphonyl chloride). Solvent: N1=CC=CC=C1 (pyridine). Run at time 1 hour. The product is CC1=CN2[C@H]3C[C@@H]([C@H](O3)COC2=NC1=O)N=[N+]=[N-] (2,5'-anhydro-3'-Azido-3'-Deoxythymidine). As a reaction SMILES: [N:1]([C@@:4]1(O)[C@@H:8]([CH2:9]O)[O:7][C@@H:6]([N:11]2[CH:19]=[C:17]([CH3:18])[C:15](=[O:16])[NH:14][C:12]2=[O:13])[CH2:5]1)=[N+:2]=[N-:3].CS(Cl)(=O)=O>N1C=CC=CC=1>[CH3:18][C:17]1[C:15](=[O:16])[N:14]=[C:12]2[N:11]([C@@H:6]3[O:7][C@H:8]([CH2:9][O:13]2)[C@@H:4]([N:1]=[N+:2]=[N-:3])[CH2:5]3)[CH:19]=1. Procedure: The 5'-hydroxyl of 3' azidothymidine (3.0 g, 11.2 mMol) was mesylated by the addition of methanesulphonyl chloride (2.7 mL) to a solution of the starting material in dry pyridine (20 mL). The reaction was allowed to proceed at 5° C. for one hour, then poured onto ice water. The precipitate was collected by filtration. The desired product was obtained by reacting the 3'-azido-4'-mesylthymidine obtained from the first step with potassium carbonate (0.78 g, 5.6 mMol) in DMF (75 mL). The reaction wa... Starting materials: C=CCOC(=O)CC(C(=O)NC(C(=O)NC)C(C)(C)C)n1ccc(C(=O)Cc2ccc(C#N)cc2)c1, C1COCCN1, CC#N, c1ccc(P(c2ccccc2)(c2ccccc2)[Pd](P(c2ccccc2)(c2ccccc2)c2ccccc2)(P(c2ccccc2)(c2ccccc2)c2ccccc2)P(c2ccccc2)(c2ccccc2)c2ccccc2)cc1. The product is CNC(=O)C(NC(=O)C(CC(=O)O)n1ccc(C(=O)Cc2ccc(C#N)cc2)c1)C(C)(C)C. RXN SMILES: [CH2:1]([CH:2]=[CH2:3])[O:4][C:5]([CH2:6][CH:7]([C:8](=[O:9])[NH:10][CH:11]([C:12]([CH3:13])([CH3:14])[CH3:15])[C:16]([NH:17][CH3:18])=[O:19])[n:20]1[cH:21][c:22]([C:25]([CH2:26][c:27]2[cH:28][cH:29][c:30]([C:33]#[N:34])[cH:31][cH:32]2)=[O:35])[cH:23][cH:24]1)=[O:36].[CH2:37]1[NH:38][CH2:39][CH2:40][O:41][CH2:42]1.[CH3:43][C:44]#[N:45].[cH:46]1[cH:47][cH:48][c:49]([P:50]([Pd:51]([P:52]([c:53]2[cH:54][cH:55][cH:56][cH:57][cH:58]2)([c:59]2[cH:60][cH:61][cH:62][cH:63][cH:64]2)[c:65]2[cH:66][cH:67][cH:68][cH:69][cH:70]2)([P:71]([c:72]2[cH:73][cH:74][cH:75][cH:76][cH:77]2)([c:78]2[cH:79][cH:80][cH:81][cH:82][cH:83]2)[c:84]2[cH:85][cH:86][cH:87][cH:88][cH:89]2)[P:90]([c:91]2[cH:92][cH:93][cH:94][cH:95][cH:96]2)([c:97]2[cH:98][cH:99][cH:100][cH:101][cH:102]2)[c:103]2[cH:104][cH:105][cH:106][cH:107][cH:108]2)([c:109]2[cH:110][cH:111][cH:112][cH:113][cH:114]2)[c:115]2[cH:116][cH:117][cH:118][cH:119][cH:120]2)[cH:121][cH:122]1>>[O:4]=[C:5]([CH2:6][CH:7]([C:8](=[O:9])[NH:10][CH:11]([C:12]([CH3:13])([CH3:14])[CH3:15])[C:16]([NH:17][CH3:18])=[O:19])[n:20]1[cH:21][c:22]([C:25]([CH2:26][c:27]2[cH:28][cH:29][c:30]([C:33]#[N:34])[cH:31][cH:32]2)=[O:35])[cH:23][cH:24]1)[OH:36]. Starting materials: BrCCc1ccccn1, O=C([O-])[O-], Cc1nc(-c2ccn[nH]2)sc1C(=O)NCc1ccccc1, CS(C)=O, CCOC(C)=O, [K+], [K+]. Yields the product Cc1nc(-c2ccn(CCc3ccccn3)n2)sc1C(=O)NCc1ccccc1. As a reaction SMILES: [Br:22][CH2:23][CH2:24][c:25]1[n:26][cH:27][cH:28][cH:29][cH:30]1.[C:31](=[O:32])([O-:33])[O-:34].[CH2:1]([c:2]1[cH:3][cH:4][cH:5][cH:6][cH:7]1)[NH:8][C:9](=[O:10])[c:11]1[c:12]([CH3:21])[n:13][c:14](-[c:16]2[nH:17][n:18][cH:19][cH:20]2)[s:15]1.[CH3:37][S:38](=[O:39])[CH3:40].[CH3:41][CH2:42][O:43][C:44](=[O:45])[CH3:46].[K+:35].[K+:36]>>[CH2:1]([c:2]1[cH:3][cH:4][cH:5][cH:6][cH:7]1)[NH:8][C:9](=[O:10])[c:11]1[c:12]([CH3:21])[n:13][c:14](-[c:16]2[n:17][n:18]([CH2:23][CH2:24][c:25]3[n:26][cH:27][cH:28][cH:29][cH:30]3)[cH:19][cH:20]2)[s:15]1. Reactants: ClC=1OC2=C(C1)C=C(C=C2)C(CC)=O (1-(2-chlorobenzofuran-5-yl)propan-1-one), ClCCOC1=CC=C(C=C1)C(=O)C1=CC=C(C=C1)O ((4-(2-chloroethoxy)phenyl)(4-hydroxyphenyl)methanone). Product: ClC=1OC2=C(C1)C=C(C=C2)C(=C(C2=CC=C(C=C2)OCCCl)C2=CC=C(C=C2)O)CC (4-(2-(2-chlorobenzofuran-5-yl)-1-(4-(2-chloroethoxy)phenyl)but-1-enyl)phenol). The yield is 72.3%. RXN SMILES: [Cl:1][C:2]1[O:3][C:4]2[CH:10]=[CH:9][C:8]([C:11](=O)[CH2:12][CH3:13])=[CH:7][C:5]=2[CH:6]=1.[Cl:15][CH2:16][CH2:17][O:18][C:19]1[CH:24]=[CH:23][C:22]([C:25]([C:27]2[CH:32]=[CH:31][C:30]([OH:33])=[CH:29][CH:28]=2)=O)=[CH:21][CH:20]=1>>[Cl:1][C:2]1[O:3][C:4]2[CH:10]=[CH:9][C:8]([C:11]([CH2:12][CH3:13])=[C:25]([C:27]3[CH:32]=[CH:31][C:30]([OH:33])=[CH:29][CH:28]=3)[C:22]3[CH:23]=[CH:24][C:19]([O:18][CH2:17][CH2:16][Cl:15])=[CH:20][CH:21]=3)=[CH:7][C:5]=2[CH:6]=1. Procedure: According to general procedure of McMurry reaction as example 1, step D described, 1-(2-chlorobenzofuran-5-yl)propan-1-one (140 mg, 1.0 eq) was reacted with (4-(2-chloroethoxy)phenyl)(4-hydroxyphenyl)methanone (371 mg, 2.0 eq) to give 220 mg desired product (72%, Z/E=1/1). 1H NMR (400 MHz, CDCl3) δ 7.23 (s, 1H), 7.21 (d, J=8.4 Hz, 1H), 7.16 & 7.10 (d, J=8.6 Hz, 2H), 7.00 & 6.99 (d, J=8.4 Hz, 1H), 6.90 & 6.81 (d, J=8.6 Hz, 2H), 6.76 & 6.70 (d, J=8.8 Hz, 2H), 6.52 & 6.44 (d, J=9.0 Hz, 2H), 6.45 (s... The reactants are FC(S(=O)(=O)[O-])(F)F (trifluoromethanesulfonate), FC(S(=O)(=O)O[C@H](C(=O)OCC)C)(F)F (ethyl (S)-2-[(trifluoromethylsulfonyl)oxy]-propionate), Cl.ClCCNCCCl (bis(2-chloroethyl)amine hydrochloride). Run in O1CCCC1 (tetrahydrofuran), [OH-].[Na+] (sodium hydroxide). Conditions: time 24 hour. Product: C(C)OC([C@H](N(CCCl)CCCl)C)=O (N,N-bis(2-chloroethyl)-(R)-alanine ethyl ester). Isolated yield 134.8%. RXN SMILES: Cl.[Cl:2][CH2:3][CH2:4][NH:5][CH2:6][CH2:7][Cl:8].FC(F)(F)S(O[C@@H:15]([CH3:21])[C:16]([O:18][CH2:19][CH3:20])=[O:17])(=O)=O.FC(F)(F)S([O-])(=O)=O>[OH-].[Na+].O1CCCC1>[CH2:19]([O:18][C:16](=[O:17])[C@@H:15]([CH3:21])[N:5]([CH2:6][CH2:7][Cl:8])[CH2:4][CH2:3][Cl:2])[CH3:20] |f:0.1,4.5|. Reported procedure: A suspension of bis(2-chloroethyl)amine hydrochloride (0.392 g; 2.1 mmol) in 5N aqueous sodium hydroxide (3 mL) is extracted with ether (2×10 mL) and the combined extracts are washed with a minimum amount of water and saturated brine. The ethereal solution is dried quickly over magnesium sulfate and filtered. Tetrahydrofuran (2 mL) is added to the filtrate, and ether is carefully removed under reduced pressure on a rotavapor unit without heating. The residue is mixed with a solution of ethyl (S)... The product is CCCC[Sn+2](CCCC)CCCC, CCOP([O-])[O-]. Reactants: CC(=O)[O-], CCCC[Sn+](CCCC)CCCC, CCOC(C)=O, CCOP([O-])OCC. As a reaction SMILES: [C:1]([O-:2])(=[O:3])[CH3:4].[CH2:5]([CH2:6][CH2:7][CH3:8])[Sn+:9]([CH2:10][CH2:11][CH2:12][CH3:13])[CH2:14][CH2:15][CH2:16][CH3:17].[CH3:26][CH2:27][O:28][C:29](=[O:30])[CH3:31].[P:18]([O:19][CH2:20][CH3:21])([O:22][CH2:23][CH3:24])[O-:25]>>[CH2:5]([CH2:6][CH2:7][CH3:8])[Sn+2:9]([CH2:10][CH2:11][CH2:12][CH3:13])[CH2:14][CH2:15][CH2:16][CH3:17].[P:18]([O:19][CH2:20][CH3:21])([O-:22])[O-:25]. The reactants are COC=1C=CC2=C(SC(=C2C(=O)C2=CC=C(C=C2)F)C2=CC=C(C=C2)OCCN2CCCC2)C1 (4-fluorophenyl 6-methoxy-2-[4-[2-(1-pyrrolidinyl)ethoxy]phenyl]benzo[b]thiophen-3-yl ketone), C(C)N([C@H]1[C@@H](CCCC1)O)CC ((±)-trans-2-(diethylamino)cyclohexanol). Yields the product COC=1C=CC2=C(SC(=C2C(=O)C2=CC=C(C=C2)O[C@H]2[C@@H](CCCC2)N(CC)CC)C2=CC=C(C=C2)OCCN2CCCC2)C1 ((±)-4-[[trans-2-(Diethylamino)cyclohexyl]oxy]phenyl 6-Methoxy-2-[4-[2-(1-pyrrolidinyl)ethoxy]phenyl]benzo[b]thiophen-3-yl Ketone). Reported procedure: The title compound was prepared in 67% yield by essentially following the procedures outlined in Example 72, Part E, from 4-fluorophenyl 6-methoxy-2-[4-[2-(1-pyrrolidinyl)ethoxy]phenyl]benzo[b]thiophen-3-yl ketone (Example 59, Part A) and (±)-trans-2-(diethylamino)cyclohexanol (Part A). Reaction SMILES: [CH3:1][O:2][C:3]1[CH:4]=[CH:5][C:6]2[C:10]([C:11]([C:13]3[CH:18]=[CH:17][C:16](F)=[CH:15][CH:14]=3)=[O:12])=[C:9]([C:20]3[CH:25]=[CH:24][C:23]([O:26][CH2:27][CH2:28][N:29]4[CH2:33][CH2:32][CH2:31][CH2:30]4)=[CH:22][CH:21]=3)[S:8][C:7]=2[CH:34]=1.[CH2:35]([N:37]([CH2:45][CH3:46])[C@@H:38]1[CH2:43][CH2:42][CH2:41][CH2:40][C@H:39]1[OH:44])[CH3:36]>>[CH3:1][O:2][C:3]1[CH:4]=[CH:5][C:6]2[C:10]([C:11]([C:13]3[CH:18]=[CH:17][C:16]([O:44][C@@H:39]4[CH2:40][CH2:41][CH2:42][CH2:43][C@H:38]4[N:37]([CH2:45][CH3:46])[CH2:35][CH3:36])=[CH:15][CH:14]=3)=[O:12])=[C:9]([C:20]3[CH:25]=[CH:24][C:23]([O:26][CH2:27][CH2:28][N:29]4[CH2:33][CH2:32][CH2:31][CH2:30]4)=[CH:22][CH:21]=3)[S:8][C:7]=2[CH:34]=1. Isolated yield 67.0%.